This data is from the Open Reaction Database (ORD), a public repository of structured organic reaction records. The task is: describe an organic reaction: reactants, conditions, products, and yield The reactants are C1(=C(C=CC=C1)N)N (ortho-phenylenediamine), CC1(CC(NC2=CC(=CC=C12)C(=O)O)=O)C (4,4-dimethyl-1,2,3,4-tetrahydro-2-oxo-7-quinolinecarboxylic acid), A-3,818,830, N (ammonia). Solvent: C(C)O (ethanol), polyphosphoric acid, O=P12OP3(=O)OP(=O)(O1)OP(=O)(O2)O3 (diphosphorus pentoxide), O (water), O (water). Yields the product CC1(CC(NC2=CC(=CC=C12)C=1NC2=C(N1)C=CC=C2)=O)C (2-(4,4-Dimethyl-1,2,3,4-tetrahydro-2-oxo-7-quinolinyl)benzimidazole). Isolated yield 37.2%. As a reaction SMILES: [C:1]1([NH2:8])[CH:6]=[CH:5][CH:4]=[CH:3][C:2]=1[NH2:7].[CH3:9][C:10]1([CH3:24])[C:19]2[C:14](=[CH:15][C:16]([C:20](O)=O)=[CH:17][CH:18]=2)[NH:13][C:12](=[O:23])[CH2:11]1.N>O=P12OP3(OP(OP(O3)(O1)=O)(=O)O2)=O.O.C(O)C>[CH3:9][C:10]1([CH3:24])[C:19]2[C:14](=[CH:15][C:16]([C:20]3[NH:7][C:2]4[CH:3]=[CH:4][CH:5]=[CH:6][C:1]=4[N:8]=3)=[CH:17][CH:18]=2)[NH:13][C:12](=[O:23])[CH2:11]1. Procedure details: One stirs ortho-phenylenediamine (1.30 g, 12.0 mmol) and 4,4-dimethyl-1,2,3,4-tetrahydro-2-oxo-7-quinolinecarboxylic acid (2.60 g, 12.0 mmol; preparation see DE-A-3,818,830) in a mixture of polyphosphoric acid (50 g) and diphosphorus pentoxide (10 g) for 3 hours at 160° C. One allows to cool to 80°-90° C., carefully adds ice and water thereto and filters off the precipitate with suction. One takes up in water (200 ml), adds conc. ammonia thereto, filters off with suction, dissolves the residue i... Starting materials: NCC1=C(C=CC=C1)O (2-(aminomethyl)phenol), ClC1=CC=C(C=O)C=C1 (4-chlorobenzaldehyde). The solvent is C(C)O (ethanol). Run at time 3 hour. Product: ClC1=CC=C(\C=N/CC2=C(C=CC=C2)O)C=C1 ((Z)-2-((4-chlorobenzylideneamino)methyl)phenol). As a reaction SMILES: [NH2:1][CH2:2][C:3]1[CH:8]=[CH:7][CH:6]=[CH:5][C:4]=1[OH:9].[Cl:10][C:11]1[CH:18]=[CH:17][C:14]([CH:15]=O)=[CH:13][CH:12]=1>C(O)C>[Cl:10][C:11]1[CH:18]=[CH:17][C:14](/[CH:15]=[N:1]\[CH2:2][C:3]2[CH:8]=[CH:7][CH:6]=[CH:5][C:4]=2[OH:9])=[CH:13][CH:12]=1. Reported procedure: To a stirred suspension of 2-(aminomethyl)phenol, (4.0 g, 32.5 mmol) in ethanol (65 mL) was added 4-chlorobenzaldehyde (3.86 mL, 32.8 mmol). The resulting reaction mixture was stirred at rt for 3 h. The solvent was removed and 100 ml of toluene was added and concentrated in vacuum twice. The resulting imine was dried under vacuum overnight and used in the next step without further purification. Reactants: COC(=O)C=Cc1ncc(-c2cccc(NCC(=O)OC(C)(C)C)c2)cn1, CO. Yields the product COC(=O)CCc1ncc(-c2cccc(NCC(=O)OC(C)(C)C)c2)cn1. RXN SMILES: [C:1]([CH3:2])([CH3:3])([CH3:4])[O:5][C:6](=[O:7])[CH2:8][NH:9][c:10]1[cH:11][c:12](-[c:16]2[cH:17][n:18][c:19]([CH:22]=[CH:23][C:24](=[O:25])[O:26][CH3:27])[n:20][cH:21]2)[cH:13][cH:14][cH:15]1.[CH3:28][OH:29]>>[C:1]([CH3:2])([CH3:3])([CH3:4])[O:5][C:6](=[O:7])[CH2:8][NH:9][c:10]1[cH:11][c:12](-[c:16]2[cH:17][n:18][c:19]([CH2:22][CH2:23][C:24](=[O:25])[O:26][CH3:27])[n:20][cH:21]2)[cH:13][cH:14][cH:15]1. Yields the product CC(C)(C)OC(=O)Nc1nc(C(=O)O)cs1. Reaction SMILES: [CH2:4]([CH3:5])[O:6][C:7](=[O:8])[c:9]1[n:10][c:11]([NH:14][C:15](=[O:16])[O:17][C:18]([CH3:19])([CH3:20])[CH3:21])[s:12][cH:13]1.[ClH:22].[Li+:3].[O:23]1[CH2:24][CH2:25][CH2:26][CH2:27]1.[OH-:2].[OH2:1].[OH2:28]>>[O:6]=[C:7]([OH:8])[c:9]1[n:10][c:11]([NH:14][C:15](=[O:16])[O:17][C:18]([CH3:19])([CH3:20])[CH3:21])[s:12][cH:13]1. Reactants: CCOC(=O)c1csc(NC(=O)OC(C)(C)C)n1, Cl, [Li+], C1CCOC1, [OH-], O, O.